This data is from the Open Reaction Database (ORD), a public repository of structured organic reaction records. The task is: describe an organic reaction: reactants, conditions, products, and yield Reactants: CN(C(C1=C(C=CC(=C1)N1N=NN=C1)OC)=O)C[C@@H](CC=C)C1=CC(=C(C=C1)Cl)Cl ((S)-N-methyl-N-(2-(3,4-dichlorophenyl)pent-4-enyl)-2-methoxy-5-(1H-tetrazol-1-yl)benzamide), I(=O)(=O)(=O)[O-].[Na+] (sodium meta-periodate), S(=S)(=O)([O-])[O-].[Na+].[Na+] (sodium thiosulfate), C[N+]1(CCOCC1)[O-] (N-methylmorpholine N-oxide), solution. The reagents and catalysts are [Os](=O)(=O)(=O)=O (osmium tetraoxide). Run in CO.ClCCl (methanol dichloromethane), CO.ClCCl (methanol dichloromethane), CO.ClCCl (methanol dichloromethane), O1CCCC1.O (tetrahydrofuran water), CC(=O)C.C(C)(C)(C)O.O (acetone t-butanol water). Run at time 2 hour. Product: CN(C(C1=C(C=CC(=C1)N1N=NN=C1)OC)=O)C[C@@H](CC=O)C1=CC(=C(C=C1)Cl)Cl ((S)-N-Methyl-N-(2-(3,4-dichlorophenyl)-4-oxobutyl)-2-methoxy-5-(1H-tetrazol-1-yl)benzamide). Reaction SMILES: [CH3:1][N:2]([CH2:18][C@H:19]([C:23]1[CH:28]=[CH:27][C:26]([Cl:29])=[C:25]([Cl:30])[CH:24]=1)[CH2:20][CH:21]=C)[C:3](=[O:17])[C:4]1[CH:9]=[C:8]([N:10]2[CH:14]=[N:13][N:12]=[N:11]2)[CH:7]=[CH:6][C:5]=1[O:15][CH3:16].C[N+]1([O-])CC[O:35]CC1.S([O-])([O-])(=O)=S.[Na+].[Na+].I([O-])(=O)(=O)=O.[Na+]>[Os](=O)(=O)(=O)=O.CO.ClCCl.O1CCCC1.O.CC(C)=O.C(O)(C)(C)C.O>[CH3:1][N:2]([CH2:18][C@H:19]([C:23]1[CH:28]=[CH:27][C:26]([Cl:29])=[C:25]([Cl:30])[CH:24]=1)[CH2:20][CH:21]=[O:35])[C:3](=[O:17])[C:4]1[CH:9]=[C:8]([N:10]2[CH:14]=[N:13][N:12]=[N:11]2)[CH:7]=[CH:6][C:5]=1[O:15][CH3:16] |f:2.3.4,5.6,8.9,10.11,12.13.14|. Reported procedure: Combine (S)-N-methyl-N-(2-(3,4-dichlorophenyl)pent-4-enyl)-2-methoxy-5-(1H-tetrazol-1-yl)benzamide (5.12 g, 11.5 mmol), acetone/t-butanol/water (2/1/1, 120 mL), and a solution of N-methylmorpholine N-oxide (3.3 g 50% in water). Add a solution of osmium tetraoxide (4.4 g, 4% in water, 13.8 mmol). After 2 hours, evaporate in vacuo to remove most of the acetone and partition the evaporated reaction mixture between dichloromethane and an aqueous 10% solution of sodium thiosulfate. Separate the layer... The reactants are C(CCC)OC1=C(C=C(C=O)C=C1)Cl (4-Butoxy-3-chlorobenzaldehyde), ClC=1C=C(C=O)C=CC1OCC (3-chloro-4-ethoxybenzaldehyde). Product: C(CCC)OC1=C(C=C(C(=O)O)C=C1)Cl (4-Butoxy-3-chlorobenzoic acid). The yield is 85.0%. Reaction SMILES: [CH2:1]([O:5][C:6]1[CH:13]=[CH:12][C:9]([CH:10]=[O:11])=[CH:8][C:7]=1[Cl:14])[CH2:2][CH2:3][CH3:4].ClC1C=C(C=CC=1OCC)C=[O:20]>>[CH2:1]([O:5][C:6]1[CH:13]=[CH:12][C:9]([C:10]([OH:20])=[O:11])=[CH:8][C:7]=1[Cl:14])[CH2:2][CH2:3][CH3:4]. Reported procedure: When the product of Step A was substituted for 3-chloro-4-ethoxybenzaldehyde in Example 49, Step A the identical process afforded the title compound in 85% yield. 1H-NMR (CDCl3) 0.96 (tr, 3H, J=7.38 Hz); 1.46-1.57 (m, 2H); 1.59-2.77 (m, 2H); 4.1 (tr, 2H, J=6.45 Hz); 6.93 (d, 1H, J=8.67 Hz); 7.96 (dd, 1H, J=8.64, 2.1 Hz); 8.1 (d, 1H, J=2.07 Hz).